This data is from the Open Reaction Database (ORD), a public repository of structured organic reaction records. The task is: describe an organic reaction: reactants, conditions, products, and yield Reactants: ClC1=NC=CC(=C1)C#CC=1N=C(NC1)C (2-chloro-4-(2-methyl-1H-imidazol-4-ylethynyl)-pyridine), ClC1=NC(=NC=C1)C(F)(F)F (4-chloro-2-trifluoromethyl-pyrimidine). Product: ClC1=NC=CC(=C1)C#CC=1N=C(N(C1)C1=NC(=NC=C1)C(F)(F)F)C (4-[4-(2-Chloro-pyridin-4-ylethynyl)-2-methyl-imidazol-1-yl]-2-trifluoromethyl-pyrimidine). RXN SMILES: [Cl:1][C:2]1[CH:7]=[C:6]([C:8]#[C:9][C:10]2[N:11]=[C:12]([CH3:15])[NH:13][CH:14]=2)[CH:5]=[CH:4][N:3]=1.Cl[C:17]1[CH:22]=[CH:21][N:20]=[C:19]([C:23]([F:26])([F:25])[F:24])[N:18]=1>>[Cl:1][C:2]1[CH:7]=[C:6]([C:8]#[C:9][C:10]2[N:11]=[C:12]([CH3:15])[N:13]([C:17]3[CH:22]=[CH:21][N:20]=[C:19]([C:23]([F:26])([F:25])[F:24])[N:18]=3)[CH:14]=2)[CH:5]=[CH:4][N:3]=1. Reported procedure: The title compound, MS: m/e=364.5 (M+H+), was prepared in accordance with the general method of example 3 from 2-chloro-4-(2-methyl-1H-imidazol-4-ylethynyl)-pyridine and 4-chloro-2-trifluoromethyl-pyrimidine.